Dataset: the Open Reaction Database (ORD), a public repository of structured organic reaction records. Task: describe an organic reaction: reactants, conditions, products, and yield Starting materials: CC(C)N, ClCCl, O=S(=O)(Br)CCl. The product is CC(C)NS(=O)(=O)CCl. As a reaction SMILES: [CH3:1][CH:2]([CH3:3])[NH2:4].[Cl:11][CH2:12][Cl:13].[Cl:5][CH2:6][S:7](=[O:8])(=[O:9])[Br:10]>>[CH3:1][CH:2]([CH3:3])[NH:4][S:7]([CH2:6][Cl:5])(=[O:8])=[O:9]. Starting materials: NC1[C@@H]2N(C(=C(CS2)CSC=2N(N=C(C(N2)=O)O)C)C(=O)O)C1=O (7-Amino-3-[[(2, 5-dihydro-6-hydroxy-2-methyl-5-oxo-1,2,4-triazin-3yl)thio]methyl]3-cephem-4-carboxylic acid), NC(=S)N (Thiourea), C(C)(=O)[O-].[Na+] (sodium acetate), SC1(OC(=NN1)C1=CC=CC=C1)C(C(/C(/C(=O)[O-])=N/OC)=O)Br (2-mercapto-5-phenyl-1,3,4-oxadiazolyl-(Z)-4-bromo-2-methoxyimino-3-oxo-butyrate). The solvent is O (water), C1CCOC1 (THF), O (water), C(C)N(CC)CC (triethylamine). Run at time 2.5 hour. Product: CN1C(=NC(=O)C(=N1)O)SCC2=C(N3[C@@H]([C@@H](C3=O)NC(=O)/C(=N\OC)/C4=CSC(=N4)N)SC2)C(=O)[O-].[Na+] (ceftriaxone sodium). Yield: 170.7%. RXN SMILES: SC1([CH:13](Br)[C:14](=O)/[C:15](=[N:19]/[O:20][CH3:21])/[C:16]([O-:18])=O)NN=C(C2C=CC=CC=2)O1.[NH2:24][C:25]([NH2:27])=[S:26].C([O-])(=O)C.[Na+:32].[NH2:33][CH:34]1[C:55](=[O:56])[N:36]2[C:37]([C:52]([OH:54])=[O:53])=[C:38]([CH2:41][S:42][C:43]3[N:44]([CH3:51])[N:45]=[C:46]([OH:50])[C:47](=[O:49])[N:48]=3)[CH2:39][S:40][C@H:35]12>O.C(N(CC)CC)C.C1COCC1>[CH3:51][N:44]1[N:45]=[C:46]([OH:50])[C:47](=[O:49])[N:48]=[C:43]1[S:42][CH2:41][C:38]1[CH2:39][S:40][C@@H:35]2[C@H:34]([NH:33][C:16](/[C:15](/[C:14]3[N:24]=[C:25]([NH2:27])[S:26][CH:13]=3)=[N:19]\[O:20][CH3:21])=[O:18])[C:55](=[O:56])[N:36]2[C:37]=1[C:52]([O-:54])=[O:53].[Na+:32] |f:2.3,8.9|. Procedure details: 2-mercapto-5-phenyl-1,3,4-oxadiazolyl-(Z)-4-bromo-2-methoxyimino-3-oxo-butyrate (27.0 g) was taken in mixture of THF (250 ml) and water (125 ml). Thiourea (10.6 g) and sodium acetate (2.0 g) were added to this at 10-15° C. after 45 to 60 min. 7-Amino-3-[[(2, 5-dihydro-6-hydroxy-2-methyl-5-oxo-1,2,4-triazin-3yl)thio]methyl]3-cephem-4-carboxylic acid (20.0 g) was suspended in the reaction mixture. The suspension was stirred for 2-3 hours at a pH of 7.0-8.5 maintained by triethylamine to get clear ... The reactants are N#Cc1cccc(C=O)c1, CC(C)(C)OC(=O)NC1Cc2cc(Cl)ccc2N(Cc2ccccc2)C1, O=S(=O)(NC1CNc2ccc(-c3ccc(F)cc3)cc2C1)c1ccccc1. The product is N#Cc1cccc(CN2CC(NS(=O)(=O)c3ccccc3)Cc3cc(-c4ccc(F)cc4)ccc32)c1. As a reaction SMILES: [C:28](#[N:29])[c:30]1[cH:31][c:32]([CH:33]=[O:34])[cH:35][cH:36][cH:37]1.[CH2:38]([N:39]1[c:40]2[c:41]([cH:42][c:43]([Cl:44])[cH:45][cH:46]2)[CH2:47][CH:48]([NH:49][C:50](=[O:51])[O:52][C:53]([CH3:54])([CH3:55])[CH3:56])[CH2:57]1)[c:58]1[cH:59][cH:60][cH:61][cH:62][cH:63]1.[F:1][c:2]1[cH:3][cH:4][c:5](-[c:8]2[cH:9][c:10]3[c:15]([cH:16][cH:17]2)[NH:14][CH2:13][CH:12]([NH:18][S:19](=[O:20])(=[O:21])[c:22]2[cH:23][cH:24][cH:25][cH:26][cH:27]2)[CH2:11]3)[cH:6][cH:7]1>>[F:1][c:2]1[cH:3][cH:4][c:5](-[c:8]2[cH:9][c:10]3[c:15]([cH:16][cH:17]2)[N:14]([CH2:33][c:32]2[cH:31][c:30]([C:28]#[N:29])[cH:37][cH:36][cH:35]2)[CH2:13][CH:12]([NH:18][S:19](=[O:20])(=[O:21])[c:22]2[cH:23][cH:24][cH:25][cH:26][cH:27]2)[CH2:11]3)[cH:6][cH:7]1. Reactants: [Li+].[OH-] (LiOH), Cl (HCl), BrC=1C=CC(=C(C(=O)OCC2=CC=CC=C2)C1)OCC1=CC=CC=C1 (phenylmethyl 5-bromo-2-[(phenylmethyl)oxy]benzoate), C1CCOC1 (THF). Run in C(C)(=O)OCC (ethyl acetate), O (water). Run at temperature 71 celsius, time 16 hour. Yields the product BrC=1C=CC(=C(C(=O)O)C1)OCC1=CC=CC=C1 (5-Bromo-2-[(phenylmethyl)oxy]benzoic acid). RXN SMILES: [Li+].[OH-].[Br:3][C:4]1[CH:5]=[CH:6][C:7]([O:20][CH2:21][C:22]2[CH:27]=[CH:26][CH:25]=[CH:24][CH:23]=2)=[C:8]([CH:19]=1)[C:9]([O:11]CC1C=CC=CC=1)=[O:10].C1COCC1.Cl>C(OCC)(=O)C.O>[Br:3][C:4]1[CH:5]=[CH:6][C:7]([O:20][CH2:21][C:22]2[CH:27]=[CH:26][CH:25]=[CH:24][CH:23]=2)=[C:8]([CH:19]=1)[C:9]([OH:11])=[O:10] |f:0.1|. Procedure details: Solid LiOH (1.01 g, 42.1 mmol) was added in a single charge to a stirred solution of phenylmethyl 5-bromo-2-[(phenylmethyl)oxy]benzoate (may be prepared as described in Description 4, method B; 3 g, 7.55 mmol) in a 3:1 mixture of THF and water (40 ml) at 20° C. The reaction mixture was stirred at 71° C. for 16 h. After cooling to room temperature, it was diluted with ethyl acetate (200 ml). 10% aqueous HCl was added to the mixture to adjust the pH to 2. The organic phase was isolated, washed wit... Reactants: CC(C)Nc1nc(Cl)nc(Cl)n1, Cl, [Na+], [OH-], O, NCCS. The product is CC(C)Nc1nc(Cl)nc(NCCS)n1. RXN SMILES: [Cl:1][c:2]1[n:3][c:4]([Cl:12])[n:5][c:6]([NH:8][CH:9]([CH3:10])[CH3:11])[n:7]1.[ClH:13].[Na+:19].[OH-:18].[OH2:20].[SH:14][CH2:15][CH2:16][NH2:17]>>[c:2]1([NH:17][CH2:16][CH2:15][SH:14])[n:3][c:4]([Cl:12])[n:5][c:6]([NH:8][CH:9]([CH3:10])[CH3:11])[n:7]1. The reactants are NC(CC1=CC=C(S1)/C(=C/C(=O)OCC)/C)C (ethyl (E)-5-[(RS)-2-aminopropyl]-β-methyl-2-thiopheneacrylate), FC(C=1C=C(C=CC1)C1CO1)(F)F (m-(trifluoromethyl)phenylethylene oxide), FC(C=1C=C(C=CC1)C1CO1)(F)F (m-(trifluoromethyl)phenylethylene oxide). Run in CS(=O)C (dimethyl sulphoxide). Product: OC(CN(C(CC1=CC=C(S1)/C(=C/C(=O)OCC)/C)C)CC(C1=CC(=CC=C1)C(F)(F)F)O)C1=CC(=CC=C1)C(F)(F)F (ethyl (E)-5-[(RS)-2-[bis-[(RS)-β-hydroxy-m-(trifluoromethyl)phenethyl]amino]propyl]-β-methyl-2-thiopheneacrylate). As a reaction SMILES: [NH2:1][CH:2]([CH3:17])[CH2:3][C:4]1[S:8][C:7](/[C:9](/[CH3:16])=[CH:10]/[C:11]([O:13][CH2:14][CH3:15])=[O:12])=[CH:6][CH:5]=1.[F:18][C:19]([F:30])([F:29])[C:20]1[CH:21]=[C:22]([CH:26]2[O:28][CH2:27]2)[CH:23]=[CH:24][CH:25]=1>CS(C)=O>[OH:28][CH:26]([C:22]1[CH:23]=[CH:24][CH:25]=[C:20]([C:19]([F:18])([F:29])[F:30])[CH:21]=1)[CH2:27][N:1]([CH2:27][CH:26]([OH:28])[C:22]1[CH:23]=[CH:24][CH:25]=[C:20]([C:19]([F:30])([F:29])[F:18])[CH:21]=1)[CH:2]([CH3:17])[CH2:3][C:4]1[S:8][C:7](/[C:9](/[CH3:16])=[CH:10]/[C:11]([O:13][CH2:14][CH3:15])=[O:12])=[CH:6][CH:5]=1. Procedure details: 5 g of ethyl (E)-5-[(RS)-2-aminopropyl]-β-methyl-2-thiopheneacrylate and 3.7 g of m-(trifluoromethyl)phenylethylene oxide were stirred at 90° for 22 hours in 50 ml of dimethyl sulphoxide. A further 1.23 g of m-(trifluoromethyl)phenylethylene oxide were added and the mixture was heated to 90° for a further 19 hours. The working-up was carried out in analogy to Example 4. Chromatography on silica gel gave ethyl (E)-5-[(RS)-2-[bis-[(RS)-β-hydroxy-m-(trifluoromethyl)phenethyl]amino]propyl]-β-methyl-... Starting materials: C1(=CC=C(C=C1)C1(CC1)C(=O)O)C (1-(p-tolyl)cyclopropanecarboxylic acid), O.C1(=CC=C(C=C1)S(=O)(=O)O)C (para-toluenesulphonic acid monohydrate). Solvent: CO (methanol). Reaction conditions: temperature 75 celsius, time 16 hour. The product is C1(=CC=C(C=C1)C1(CC1)C(=O)OC)C (Methyl 1-(p-tolyl)cyclopropanecarboxylate). Yield: 969.3%. RXN SMILES: [C:1]1([CH3:13])[CH:6]=[CH:5][C:4]([C:7]2([C:10]([OH:12])=[O:11])[CH2:9][CH2:8]2)=[CH:3][CH:2]=1.O.[C:15]1(C)C=CC(S(O)(=O)=O)=CC=1>CO>[C:1]1([CH3:13])[CH:2]=[CH:3][C:4]([C:7]2([C:10]([O:12][CH3:15])=[O:11])[CH2:9][CH2:8]2)=[CH:5][CH:6]=1 |f:1.2|. Reported procedure: To a stirred solution of 1-(p-tolyl)cyclopropanecarboxylic acid (6 g, 34.05 mmol) in methanol (48 mL), was added para-toluenesulphonic acid monohydrate (0.648 g, 3.405 mmol). The reaction was stirred at 75° C. for 16 hours. The mixture was concentrated under reduced pressure, and the residue partitioned between ethyl acetate and saturated aqueous sodium bicarbonate solution. The organic layer was washed with saturated aqueous sodium bicarbonate solution (×2), brine and dried (magnesium sulfate),... The reactants are COC(C(F)(F)F)(C(F)(F)F)C1=CC(=CC(=C1)C(C(F)(F)F)(C(F)(F)F)O)C(C(F)(F)F)(C(F)(F)F)OC (1,3-bis-(2-methoxyhexafluoro-2-propyl)-5-(2-hydroxyhexafluoro-2-propyl)-benzene), C(C=C)(=O)Cl (acryloyl chloride). Run at time 2 hour. Yields the product C(C=C)(=O)O.COC(C(F)(F)F)(C(F)(F)F)C1=CC(=CC(=C1)C(C(F)(F)F)(C(F)(F)F)O)C(C(F)(F)F)(C(F)(F)F)OC (1,3-bis-(2-methoxyhexafluoro-2-propyl)-5-(2-hydroxyhexafluoro-2-propyl)-benzene acrylate). Isolated yield 76.7%. Reaction SMILES: [CH3:1][O:2][C:3]([C:12]1[CH:17]=[C:16]([C:18]([OH:27])([C:23]([F:26])([F:25])[F:24])[C:19]([F:22])([F:21])[F:20])[CH:15]=[C:14]([C:28]([O:37][CH3:38])([C:33]([F:36])([F:35])[F:34])[C:29]([F:32])([F:31])[F:30])[CH:13]=1)([C:8]([F:11])([F:10])[F:9])[C:4]([F:7])([F:6])[F:5].C(Cl)(=[O:42])C=C>>[C:18]([OH:27])(=[O:42])[CH:16]=[CH2:17].[CH3:38][O:37][C:28]([C:14]1[CH:15]=[C:16]([C:18]([OH:27])([C:23]([F:24])([F:25])[F:26])[C:19]([F:20])([F:21])[F:22])[CH:17]=[C:12]([C:3]([O:2][CH3:1])([C:4]([F:5])([F:6])[F:7])[C:8]([F:9])([F:10])[F:11])[CH:13]=1)([C:29]([F:32])([F:31])[F:30])[C:33]([F:36])([F:35])[F:34] |f:2.3|. Procedure: A solution of 14.00 g (0.232 mole) 1,3-bis-(2-methoxyhexafluoro-5-(2-hydroxyhexafluoro-2-propyl)-benzene (II) in 40 ml of Freon 113 was stirred magnetically in a 200 ml 3-neck flask equipped with a dropping funnel, thermometer, dry ice-acetone condenser and drying tube (CaCl2). 24.6 g of triethylamine dissolved in 15 ml of Freon 113 was added dropwise during 20 minutes with slight exotherm. An external cooling bath (ice water) was applied. Then a second dropping funnel charged with 2.20 g (0.024... Reactants: COC(=O)c1cc(-c2ccc(Cl)cc2)c(-c2ccc(Cl)cc2Cl)nc1OCc1ccccc1, CO, Cl, [Na+], [OH-], O. Yields the product O=C(O)c1cc(-c2ccc(Cl)cc2)c(-c2ccc(Cl)cc2Cl)nc1OCc1ccccc1. As a reaction SMILES: [CH2:1]([c:2]1[cH:3][cH:4][cH:5][cH:6][cH:7]1)[O:8][c:9]1[n:10][c:11](-[c:26]2[c:27]([Cl:33])[cH:28][c:29]([Cl:32])[cH:30][cH:31]2)[c:12](-[c:19]2[cH:20][cH:21][c:22]([Cl:25])[cH:23][cH:24]2)[cH:13][c:14]1[C:15](=[O:16])[O:17][CH3:18].[CH3:37][OH:38].[ClH:36].[Na+:35].[OH-:34].[OH2:39]>>[CH2:1]([c:2]1[cH:3][cH:4][cH:5][cH:6][cH:7]1)[O:8][c:9]1[n:10][c:11](-[c:26]2[c:27]([Cl:33])[cH:28][c:29]([Cl:32])[cH:30][cH:31]2)[c:12](-[c:19]2[cH:20][cH:21][c:22]([Cl:25])[cH:23][cH:24]2)[cH:13][c:14]1[C:15](=[O:16])[OH:17]. Starting materials: ClC1=C(C(=NC=C1C(=O)C(C(=O)OCC)=CNC1=C(C=C(C=C1)F)F)Cl)F (ethyl 2-(4,6-dichloro-5-fluoronicotinoyl)-3-(2,4-difluorophenyl)amino-acrylate), C([O-])([O-])=O.[K+].[K+] (potassium carbonate), Ice water. Solvent: CN(C)C=O (DMF). Product: ClC1=NC=C2C(C(=CN(C2=C1F)C1=C(C=C(C=C1)F)F)C(=O)OCC)=O (Ethyl 7-chloro-8-fluoro-1-(2,4-difluorophenyl)-1,4-dihydro-4-oxo-1,6-naphthyridine-3-carboxylate). RXN SMILES: Cl[C:2]1[C:7]([C:8]([C:10](=[CH:16][NH:17][C:18]2[CH:23]=[CH:22][C:21]([F:24])=[CH:20][C:19]=2[F:25])[C:11]([O:13][CH2:14][CH3:15])=[O:12])=[O:9])=[CH:6][N:5]=[C:4]([Cl:26])[C:3]=1[F:27].C(=O)([O-])[O-].[K+].[K+]>CN(C=O)C>[Cl:26][C:4]1[C:3]([F:27])=[C:2]2[C:7]([C:8](=[O:9])[C:10]([C:11]([O:13][CH2:14][CH3:15])=[O:12])=[CH:16][N:17]2[C:18]2[CH:23]=[CH:22][C:21]([F:24])=[CH:20][C:19]=2[F:25])=[CH:6][N:5]=1 |f:1.2.3|. Procedure details: 4.26 g (10 mmol) of ethyl 2-(4,6-dichloro-5-fluoronicotinoyl)-3-(2,4-difluorophenyl)amino-acrylate are stirred with 1.65 g (12 mmol) of potassium carbonate in 28 ml of DMF at 100° C. for four hours. Ice-water is added to the mixture and the product is isolated.